From a dataset of the Open Reaction Database (ORD), a public repository of structured organic reaction records. describe an organic reaction: reactants, conditions, products, and yield Reactants: CN(C)C=O, O=C(Cl)C(=O)Cl, O=C(O)Cc1cccs1. Product: O=C(Cl)Cc1cccs1. Reaction SMILES: [CH3:16][N:17]([CH3:18])[CH:19]=[O:20].[Cl:10][C:11]([C:12]([Cl:13])=[O:14])=[O:15].[s:1]1[c:2]([CH2:6][C:7](=[O:8])[OH:9])[cH:3][cH:4][cH:5]1>>[s:1]1[c:2]([CH2:6][C:7](=[O:9])[Cl:10])[cH:3][cH:4][cH:5]1. Reactants: C(C)OC(=O)C1(CCN(CC1)CC1=CC=C(C=C1)Br)S(=O)(=O)C1=CC=C(C=C1)OCC#CCN1CCCCC1 (1-(4-bromo-benzyl)-4-[4-(4-piperidin-1-yl-but-2-ynyloxy)-benzenesulfonyl]-piperidine-4-carboxylic acid ethyl ester), CO (methanol), [OH-].[Na+] (NaOH). Run in C1CCOC1 (THF). Product: BrC1=CC=C(CN2CCC(CC2)(C(=O)O)S(=O)(=O)C2=CC=C(C=C2)OCC#CCN2CCCCC2)C=C1 (1-(4-Bromo-benzyl)-4-[4-(4-piperidin-1-yl-but-2-ynyloxy)-benzenesulfonyl]-piperdine-4-carboxylic acid). As a reaction SMILES: C([O:3][C:4]([C:6]1([S:20]([C:23]2[CH:28]=[CH:27][C:26]([O:29][CH2:30][C:31]#[C:32][CH2:33][N:34]3[CH2:39][CH2:38][CH2:37][CH2:36][CH2:35]3)=[CH:25][CH:24]=2)(=[O:22])=[O:21])[CH2:11][CH2:10][N:9]([CH2:12][C:13]2[CH:18]=[CH:17][C:16]([Br:19])=[CH:15][CH:14]=2)[CH2:8][CH2:7]1)=[O:5])C.CO.[OH-].[Na+]>C1COCC1>[Br:19][C:16]1[CH:17]=[CH:18][C:13]([CH2:12][N:9]2[CH2:10][CH2:11][C:6]([S:20]([C:23]3[CH:28]=[CH:27][C:26]([O:29][CH2:30][C:31]#[C:32][CH2:33][N:34]4[CH2:39][CH2:38][CH2:37][CH2:36][CH2:35]4)=[CH:25][CH:24]=3)(=[O:22])=[O:21])([C:4]([OH:5])=[O:3])[CH2:7][CH2:8]2)=[CH:14][CH:15]=1 |f:2.3|. Procedure: 1-(4-Bromo-benzyl)-4-[4-(4-piperidin-1-yl-but-2-ynyloxy)-benzenesulfonyl]-piperdine-4-carboxylic acid was prepared starting from 1-(4-bromo-benzyl)-4-[4-(4-piperidin-1-yl-but-2-ynyloxy)-benzenesulfonyl]-piperidine-4-carboxylic acid ethyl ester (4.64 g, 7.5 mmol) dissolved in THF:methanol (50:150 ml) and 10 N NaOH (20 ml). The resulting reaction mixture was worked up as outlined in Example 1 (Step 7). Yield 3.35 g (76%); off white solid; mp 180° C.; MS: 295.9 (M+2H)2+ 590.9 (M+H)+